This data is from the Open Reaction Database (ORD), a public repository of structured organic reaction records. The task is: describe an organic reaction: reactants, conditions, products, and yield Reactants: N1(CCOCC1)C(=O)N1CC(CC(C1)C1=CC=C(C=C1)OC(F)(F)F)C(=O)O (1-(Morpholin-4-ylcarbonyl)-5-[4-(trifluoromethoxy)phenyl]piperidine-3-carboxylic acid), CC(CC(=O)NN)C (3-methylbutanehydrazide). Yields the product CC(CC1=NN=C(O1)C1CN(CC(C1)C1=CC=C(C=C1)OC(F)(F)F)C(=O)N1CCOCC1)C ({3-[5-(2-Methylpropyl)-1,3,4-oxadiazol-2-yl]-5-[4-(trifluoromethoxy)phenyl]piperidin-1-yl}-(morpholin-4-yl)methanone). The yield is 36.6%. Reaction SMILES: [N:1]1([C:7]([N:9]2[CH2:14][CH:13]([C:15]3[CH:20]=[CH:19][C:18]([O:21][C:22]([F:25])([F:24])[F:23])=[CH:17][CH:16]=3)[CH2:12][CH:11]([C:26]([OH:28])=O)[CH2:10]2)=[O:8])[CH2:6][CH2:5][O:4][CH2:3][CH2:2]1.[CH3:29][CH:30]([CH3:36])[CH2:31][C:32]([NH:34][NH2:35])=O>>[CH3:29][CH:30]([CH3:36])[CH2:31][C:32]1[O:28][C:26]([CH:11]2[CH2:12][CH:13]([C:15]3[CH:16]=[CH:17][C:18]([O:21][C:22]([F:25])([F:24])[F:23])=[CH:19][CH:20]=3)[CH2:14][N:9]([C:7]([N:1]3[CH2:2][CH2:3][O:4][CH2:5][CH2:6]3)=[O:8])[CH2:10]2)=[N:35][N:34]=1. Procedure details: 100 mg (0.249 mmol) of the compound from Example 44A and 32 mg (0.273 mmol) of 3-methylbutanehydrazide were reacted according to the General Method 4. Diastereomer separation of the cis/trans isomer mixture according to Method 14C gave 44 mg of the title compound (cis isomer) and 12 mg of the trans isomer. The reactants are intermediates, methylene, C(#N)C1C(OC=C1C1=CC=CC=C1)=O (3-cyano-4-phenyl-2-furanone), C1(CCCC1)=O (cyclopentanone), C(#N)C(=C1C=C(OC(=C1)C)C)C#N (4-dicyanomethylene-2,6-dimethyl-4H-pyran), 3-acetyl 7-(N,N-dialkylamino)coumarins, N1=CC=CC=C1 (pyridine). The product is C(C)N(CC)C=1C=CC2=C(OC(=C2)C=O)C1 (6-(N,N-Diethylamino) 2-formylbenzo[b]furan). Reaction SMILES: C([CH:3]1[C:7]([C:8]2[CH:13]=[CH:12][CH:11]=[CH:10][CH:9]=2)=CO[C:4]1=[O:14])#N.C1(=[O:20])CCCC1.C(C(C#N)=C1C=C(C)OC(C)=C1)#N.[N:34]1[CH:39]=[CH:38]C=[CH:36][CH:35]=1>>[CH2:35]([N:34]([C:11]1[CH:12]=[CH:13][C:8]2[CH:7]=[C:3]([CH:4]=[O:14])[O:20][C:9]=2[CH:10]=1)[CH2:39][CH3:38])[CH3:36]. Procedure: The new dyes of this invention are prepared by condensation of the new intermediates of Examples 1 and 2 in pyridine with an active methylene compound such as 3-cyano-4-phenyl-2-furanone, cyclopentanone, 4-dicyanomethylene-2,6-dimethyl-4H-pyran, 3-acetyl 7-(N,N-dialkylamino)coumarins and the like. The yield is 101.8%. Starting materials: C(CCCCCCCCC)OC=1C=NC(=NC1)C1=CC=C(C=C1)C#CCCCC(C)O ((-)-5-decyloxy-2-[4-(6-hydroxyheptynyl)phenyl]pyrimidine), [H][H] (hydrogen). The product is C(CCCCCCCCC)OC=1C=NC(=NC1)C1=CC=C(C=C1)CCCCCC(C)O ((-)-5-decyloxy-2-[4-(6-hydroxyheptyl)phenyl]pyrimidine). Reported procedure: In a reactor equipped with a stirrer and a thermometer, (-)-5-decyloxy-2-[4-(6-hydroxyheptynyl)phenyl]pyrimidine (4.0 g), 5% Pd/C (0.5 g) and THF (50 ml) are charged, and the mixture is reacted at room temperature for 17 hours in a hydrogen atmosphere under ordinary pressure. After filtrating the catalyst off, the reaction mixture is evaporated under reduced pressure. A resulting residue is purified by silica gel column chromatography (eluent: toluene-ethyl acetate) to obtain (-)-5-decyloxy-2-[4... The reagents and catalysts are [Pd] (Pd/C). The solvent is C1CCOC1 (THF). Reaction SMILES: [CH2:1]([O:11][C:12]1[CH:13]=[N:14][C:15]([C:18]2[CH:23]=[CH:22][C:21]([C:24]#[C:25][CH2:26][CH2:27][CH2:28][CH:29]([OH:31])[CH3:30])=[CH:20][CH:19]=2)=[N:16][CH:17]=1)[CH2:2][CH2:3][CH2:4][CH2:5][CH2:6][CH2:7][CH2:8][CH2:9][CH3:10].[H][H]>[Pd].C1COCC1>[CH2:1]([O:11][C:12]1[CH:13]=[N:14][C:15]([C:18]2[CH:19]=[CH:20][C:21]([CH2:24][CH2:25][CH2:26][CH2:27][CH2:28][CH:29]([OH:31])[CH3:30])=[CH:22][CH:23]=2)=[N:16][CH:17]=1)[CH2:2][CH2:3][CH2:4][CH2:5][CH2:6][CH2:7][CH2:8][CH2:9][CH3:10]. Starting materials: FC(S(=O)(=O)OC=1C=C2CC(CC2=CC1O)N(CCC)CCC)(F)F (2-(Dipropylamino)-2,3-dihydro-6-hydroxy-1H-inden-5-yl trifluoromethanesulfonate), BrCCCC (bromobutane). Product: FC(S(=O)(=O)OC=1C=C2CC(CC2=CC1OCCCC)N(CCC)CCC)(F)F (6-Butoxy-2-(dipropylamino)-2,3-dihydro-1H-inden-5-yl trifluoromethanesulfonate). As a reaction SMILES: [F:1][C:2]([F:25])([F:24])[S:3]([O:6][C:7]1[CH:8]=[C:9]2[C:13](=[CH:14][C:15]=1[OH:16])[CH2:12][CH:11]([N:17]([CH2:21][CH2:22][CH3:23])[CH2:18][CH2:19][CH3:20])[CH2:10]2)(=[O:5])=[O:4].Br[CH2:27][CH2:28][CH2:29][CH3:30]>>[F:25][C:2]([F:24])([F:1])[S:3]([O:6][C:7]1[CH:8]=[C:9]2[C:13](=[CH:14][C:15]=1[O:16][CH2:27][CH2:28][CH2:29][CH3:30])[CH2:12][CH:11]([N:17]([CH2:21][CH2:22][CH3:23])[CH2:18][CH2:19][CH3:20])[CH2:10]2)(=[O:4])=[O:5]. Procedure details: Using procedure 38, 2-(dipropylamino)-2,3-dihydro-6-hydroxy-1H-inden-5-yl trifluoromethanesulfonate (69, 0.38 g, 1 mmol) was treated with bromobutane (0.27 g, 2 mmol). Chromatographic purification yielded pure product 71 as a oil which was converted into the HCl salt and crystallized from EtOAc/hexane to give a white solid (mp 148-149° C.). Reported procedure: Trimethylsulfoxonium iodide (2.02 g, 9.20 mmol) was gradually added to a suspension of sodium hydride (385 mg, 9.64 mmol) in dimethylsulfoxide (50 ml), and the resultant mixture was stirred at room temperature for 1 hour. To which tert-butyl 4-[2-oxo-2-(4-oxopiperidin-1-yl)ethyl]piperazine-1-carboxylate (2.85 g, 8.76 mmol) in DMSO (10 ml) was added, and the mixture was stirred at room temperature for 2 hours, and stirred at 55° C. for 1 hour. The reaction mixture was poured into iced water, and ... RXN SMILES: [I-].[CH3:2][S+](C)(C)=O.[H-].[Na+].[O:9]=[C:10]([N:25]1[CH2:30][CH2:29][C:28](=[O:31])[CH2:27][CH2:26]1)[CH2:11][N:12]1[CH2:17][CH2:16][N:15]([C:18]([O:20][C:21]([CH3:24])([CH3:23])[CH3:22])=[O:19])[CH2:14][CH2:13]1.O>CS(C)=O>[O:31]1[C:28]2([CH2:27][CH2:26][N:25]([C:10](=[O:9])[CH2:11][N:12]3[CH2:13][CH2:14][N:15]([C:18]([O:20][C:21]([CH3:23])([CH3:24])[CH3:22])=[O:19])[CH2:16][CH2:17]3)[CH2:30][CH2:29]2)[CH2:2]1 |f:0.1,2.3|. Solvent: CS(=O)C (DMSO), CS(=O)C (dimethylsulfoxide). The product is O1CC12CCN(CC2)C(CN2CCN(CC2)C(=O)OC(C)(C)C)=O (tert-butyl 4-[2-(1-oxa-6-azaspiro[2,5]octan-6-yl)-2-oxoethyl]piperazine-1-carboxylate). Starting materials: O=C(CN1CCN(CC1)C(=O)OC(C)(C)C)N1CCC(CC1)=O (tert-butyl 4-[2-oxo-2-(4-oxopiperidin-1-yl)ethyl]piperazine-1-carboxylate), O (water), [I-].C[S+](=O)(C)C (Trimethylsulfoxonium iodide), [H-].[Na+] (sodium hydride), resultant mixture. Run at time 2 hour. Isolated yield 99.9%.